From a dataset of the Open Reaction Database (ORD), a public repository of structured organic reaction records. describe an organic reaction: reactants, conditions, products, and yield Reactants: CC(=O)O, O, O=[N+]([O-])O, c1ccc(C2CCOCC2)cc1. Yields the product O=[N+]([O-])c1ccc(C2CCOCC2)cc1. RXN SMILES: [CH3:18][C:19](=[O:20])[OH:21].[OH2:17].[OH:13][N+:14]([O-:15])=[O:16].[c:1]1([CH:7]2[CH2:8][CH2:9][O:10][CH2:11][CH2:12]2)[cH:2][cH:3][cH:4][cH:5][cH:6]1>>[c:1]1([CH:7]2[CH2:8][CH2:9][O:10][CH2:11][CH2:12]2)[cH:2][cH:3][c:4]([N+:14](=[O:13])[O-:15])[cH:5][cH:6]1. Starting materials: CCOC(=O)CCc1ccc(N(Cc2ccc(NC(C)=O)c(-c3c(C)cc(OCC4(O)CCS(=O)(=O)CC4)cc3C)c2)S(=O)(=O)c2ccccc2[N+](=O)[O-])cc1F, CN(C)C=O, [Li+], [OH-], O, O=C(O)CS. Product: CCOC(=O)CCc1ccc(NCc2ccc(NC(C)=O)c(-c3c(C)cc(OCC4(O)CCS(=O)(=O)CC4)cc3C)c2)cc1F. Reaction SMILES: [C:1]([CH3:2])(=[O:3])[NH:4][c:5]1[cH:6][cH:7][c:8]([CH2:30][N:31]([c:32]2[cH:33][c:34]([F:45])[c:35]([CH2:38][CH2:39][C:40](=[O:41])[O:42][CH2:43][CH3:44])[cH:36][cH:37]2)[S:46]([c:47]2[cH:48][cH:49][cH:50][cH:51][c:52]2[N+:53]([O-:54])=[O:55])(=[O:56])=[O:57])[cH:9][c:10]1-[c:11]1[c:12]([CH3:29])[cH:13][c:14]([O:18][CH2:19][C:20]2([OH:28])[CH2:21][CH2:22][S:23](=[O:26])(=[O:27])[CH2:24][CH2:25]2)[cH:15][c:16]1[CH3:17].[CH3:66][N:67]([CH3:68])[CH:69]=[O:70].[Li+:65].[OH-:64].[OH2:63].[SH:58][CH2:59][C:60]([OH:61])=[O:62]>>[C:1]([CH3:2])(=[O:3])[NH:4][c:5]1[cH:6][cH:7][c:8]([CH2:30][NH:31][c:32]2[cH:33][c:34]([F:45])[c:35]([CH2:38][CH2:39][C:40](=[O:41])[O:42][CH2:43][CH3:44])[cH:36][cH:37]2)[cH:9][c:10]1-[c:11]1[c:12]([CH3:29])[cH:13][c:14]([O:18][CH2:19][C:20]2([OH:28])[CH2:21][CH2:22][S:23](=[O:26])(=[O:27])[CH2:24][CH2:25]2)[cH:15][c:16]1[CH3:17]. Reactants: CCO, Cc1c([N+](=O)[O-])cc(F)cc1[N+](=O)[O-], O. The product is Cc1c(N)cc(F)cc1[N+](=O)[O-]. As a reaction SMILES: [CH3:15][CH2:16][OH:17].[N+:1](=[O:2])([O-:3])[c:4]1[c:5]([CH3:14])[c:6]([N+:11]([O-:12])=[O:13])[cH:7][c:8]([F:10])[cH:9]1.[OH2:18]>>[N+:1](=[O:2])([O-:3])[c:4]1[c:5]([CH3:14])[c:6]([NH2:11])[cH:7][c:8]([F:10])[cH:9]1. Reactants: [C-]#N, CC(=O)c1ccc(N)c(Br)c1Cl, CN(C)C=O, O. Yields the product CC(=O)c1ccc(N)c(C#N)c1Cl. Reaction SMILES: [C-:13]#[N:14].[NH2:1][c:2]1[c:3]([Br:12])[c:4]([Cl:11])[c:5]([C:8]([CH3:9])=[O:10])[cH:6][cH:7]1.[O:16]=[CH:17][N:18]([CH3:19])[CH3:20].[OH2:15]>>[NH2:1][c:2]1[c:3]([C:13]#[N:14])[c:4]([Cl:11])[c:5]([C:8]([CH3:9])=[O:10])[cH:6][cH:7]1.